Task: describe an organic reaction: reactants, conditions, products, and yield. Dataset: the Open Reaction Database (ORD), a public repository of structured organic reaction records The reactants are Cl (hydrochloric acid), C(C)OC(=O)C=1C=C2CC(C(NC2=CC1)C1=CC(=CC=C1)N1N=NN=C1CC1=CC=CC=C1)(C)C (2-[3-(5-benzyl-tetrazol-1-yl)-phenyl]-3,3-dimethyl-1,2,3,4-tetrahydro-quinoline-6-carboxylic acid ethyl ester), [OH-].[Na+] (sodium hydroxide). Run in CO (methanol), O1CCCC1 (tetrahydrofuran), O (water). Conditions: temperature 70 celsius, time 6 hour. Yields the product C(C1=CC=CC=C1)C1=NN=NN1C=1C=C(C=CC1)C1NC2=CC=C(C=C2CC1(C)C)C(=O)O (2-[3-(5-benzyl-tetrazol-1-yl)-phenyl]-3,3-dimethyl-1,2,3,4-tetrahydro-quinoline-6-carboxylic acid). Isolated yield 91.0%. As a reaction SMILES: C([O:3][C:4]([C:6]1[CH:7]=[C:8]2[C:13](=[CH:14][CH:15]=1)[NH:12][CH:11]([C:16]1[CH:21]=[CH:20][CH:19]=[C:18]([N:22]3[C:26]([CH2:27][C:28]4[CH:33]=[CH:32][CH:31]=[CH:30][CH:29]=4)=[N:25][N:24]=[N:23]3)[CH:17]=1)[C:10]([CH3:35])([CH3:34])[CH2:9]2)=[O:5])C.[OH-].[Na+].Cl>CO.O1CCCC1.O>[CH2:27]([C:26]1[N:22]([C:18]2[CH:17]=[C:16]([CH:11]3[C:10]([CH3:35])([CH3:34])[CH2:9][C:8]4[C:13](=[CH:14][CH:15]=[C:6]([C:4]([OH:5])=[O:3])[CH:7]=4)[NH:12]3)[CH:21]=[CH:20][CH:19]=2)[N:23]=[N:24][N:25]=1)[C:28]1[CH:29]=[CH:30][CH:31]=[CH:32][CH:33]=1 |f:1.2|. Procedure: To a stirred mixture solution of 2-[3-(5-benzyl-tetrazol-1-yl)-phenyl]-3,3-dimethyl-1,2,3,4-tetrahydro-quinoline-6-carboxylic acid ethyl ester (1.4 g, 3.0 mmol) in methanol (10.0 mL) and tetrahydrofuran (10.0 mL) was added 50% sodium hydroxide in water (2.0 mL). The reaction mixture was stirred at 70° C. for 6 hours. The mixture was neutralized with a 3 N aqueous hydrochloric acid solution and extracted with ethyl acetate (2×100 mL), washed with water, dried over anhydrous sodium sulfate and the... Starting materials: S(=O)(=O)(C1=CC=C(C)C=C1)Br (tosyl bromide), N1=CC=CC=C1 (pyridine), C(C)(C)(C)C=1C(=CC(=C(C1)O)C)S (5-tert-butyl-4-mercapto-2-methyl-phenol). Run in C(Cl)(Cl)Cl (CHCl3), C(Cl)(Cl)(Cl)Cl (CCl4), C(Cl)(Cl)(Cl)Cl (CCl4). Run at temperature 0 celsius. The product is C(C)(C)(C)C1=C(C=C(C(=C1)O)C)SS(=O)(=O)C1=CC=C(C=C1)C (Toluene-4-thiosulfonic acid S-(2-tert-butyl-4-hydroxy-5-methyl-phenyl) ester). Reaction SMILES: [S:1](Br)([C:4]1[CH:10]=[CH:9][C:7]([CH3:8])=[CH:6][CH:5]=1)(=[O:3])=[O:2].N1C=CC=CC=1.[C:18]([C:22]1[C:23]([SH:30])=[CH:24][C:25]([CH3:29])=[C:26]([OH:28])[CH:27]=1)([CH3:21])([CH3:20])[CH3:19]>C(Cl)(Cl)(Cl)Cl.C(Cl)(Cl)Cl>[C:18]([C:22]1[CH:27]=[C:26]([OH:28])[C:25]([CH3:29])=[CH:24][C:23]=1[S:30][S:1]([C:4]1[CH:10]=[CH:9][C:7]([CH3:8])=[CH:6][CH:5]=1)(=[O:3])=[O:2])([CH3:21])([CH3:20])[CH3:19]. Procedure: To a round bottom flask equipped with a magnetic stirrer and addition funnel were added tosyl bromide (30.6 g, 130 mmol), CCl4 (150 mL), and pyridine (10.51 mL, 130 mmol), respectively. This slurry was cooled to 0° C. and treated dropwise a solution of 24.3 g (124 mmol) of 5-tert-butyl-4-mercapto-2-methyl-phenol (prepared in Example QQQ) in CCl4 (150 mL). The mixture was diluted with CHCl3, washed with brine, and dried (MgSO4). The solvent was evaporated to give a solid which was washed and filt... Starting materials: CCCN(CCC)CCCCNCc1ccc(CNC(=O)OC(C)(C)C)cc1, C=CC#N, CO, O. Yields the product CCCN(CCC)CCCCN(CCC#N)Cc1ccc(CNC(=O)OC(C)(C)C)cc1. As a reaction SMILES: [C:1]([CH3:2])([CH3:3])([CH3:4])[O:5][C:6]([NH:7][CH2:8][c:9]1[cH:10][cH:11][c:12]([CH2:15][NH:16][CH2:17][CH2:18][CH2:19][CH2:20][N:21]([CH2:22][CH2:23][CH3:24])[CH2:25][CH2:26][CH3:27])[cH:13][cH:14]1)=[O:28].[CH2:30]=[CH:31][C:32]#[N:33].[CH3:34][OH:35].[OH2:29]>>[C:1]([CH3:2])([CH3:3])([CH3:4])[O:5][C:6]([NH:7][CH2:8][c:9]1[cH:10][cH:11][c:12]([CH2:15][N:16]([CH2:17][CH2:18][CH2:19][CH2:20][N:21]([CH2:22][CH2:23][CH3:24])[CH2:25][CH2:26][CH3:27])[CH2:30][CH2:31][C:32]#[N:33])[cH:13][cH:14]1)=[O:28]. The reactants are FC1=CC=CC=2NCC(OC21)CN (Dihydro-8-fluoro-2H-1,4-benzoxazine-2-methanamine), ClC1=CC=CC=2NCC(OC21)C(=O)N (Dihydro-8-chloro-2H-1,4-benzoxazine-2-carboxamide). Product: ClC1=CC=CC=2NCC(OC21)CN (Dihydro-8-chloro-2H-1,4-benzoxazine-2-methanamine). Reaction SMILES: FC1C2OC(CN)CNC=2C=CC=1.[Cl:14][C:15]1[C:24]2[O:23][CH:22]([C:25]([NH2:27])=O)[CH2:21][NH:20][C:19]=2[CH:18]=[CH:17][CH:16]=1>>[Cl:14][C:15]1[C:24]2[O:23][CH:22]([CH2:25][NH2:27])[CH2:21][NH:20][C:19]=2[CH:18]=[CH:17][CH:16]=1. Procedure: This compound is obtained following the same experimental conditions as those used for the synthesis of intermediate 2b but replacing 3,4-dihydro-8-fluoro-2H-1,4-benzoxazine-2-carboxamide (4b) with 3,4-dihydro-8-chloro-2H-1,4-benzoxazine-2-carboxamide (4d). The title compound of formula (2d) is obtained. The reactants are CC(C)([O-])C.[K+] (potassium tert-butoxide), FC1=C(C#N)C=CC(=C1)C(F)(F)F (2-fluoro-4-(trifluoromethyl)benzonitrile), Cl.NCC(=O)OCC (ethyl glycinate hydrochloride), C([O-])([O-])=O.[K+].[K+] (potassium carbonate). The solvent is ClCCl (dichloromethane), CN1C(CCC1)=O (1-methyl-2-pyrrolidinone). The product is crude product, NC1=C(NC2=CC(=CC=C12)C(F)(F)F)C(=O)OCC (3-Amino-6-trifluoromethyl-1H-indole-2-carboxylic acid, ethyl ester). The yield is 23.1%. As a reaction SMILES: F[C:2]1[CH:9]=[C:8]([C:10]([F:13])([F:12])[F:11])[CH:7]=[CH:6][C:3]=1[C:4]#[N:5].Cl.[NH2:15][CH2:16][C:17]([O:19][CH2:20][CH3:21])=[O:18].C(=O)([O-])[O-].[K+].[K+].CC(C)([O-])C.[K+]>ClCCl.CN1CCCC1=O>[NH2:5][C:4]1[C:3]2[C:2](=[CH:9][C:8]([C:10]([F:13])([F:12])[F:11])=[CH:7][CH:6]=2)[NH:15][C:16]=1[C:17]([O:19][CH2:20][CH3:21])=[O:18] |f:1.2,3.4.5,6.7|. Procedure details: Under nitrogen, stir and heat a mixture of 2-fluoro-4-(trifluoromethyl)benzonitrile (1.0 g, 5.29 mmol), ethyl glycinate hydrochloride (886 mg, 6.3 mmol), potassium carbonate (1.46 g, 6.3 mmol) and 1-methyl-2-pyrrolidinone (20 mL) at 115–120° C. After six hours add potassium tert-butoxide (700 mg, 6.2 mmol), and stir at ambient temperature for 2 h. Quench into ice/water, extract the aqueous mixture with ether, wash the extract with water and dry it with magnesium sulfate. Filter and concentrate u... Reactants: O[C@@H](CN1N=C(C2=CC(=CC=C12)[N+](=O)[O-])C#N)C ((R)-1-(2-hydroxypropyl)-5-nitro-1H-indazole-3-carbonitrile), [Cl-].[NH4+] (ammonium chloride). Reagents/catalysts: [Fe] (iron). Run in CCO (EtOH), O (water). Reaction conditions: temperature 80 celsius. Product: NC=1C=C2C(=NN(C2=CC1)C[C@@H](C)O)C#N ((R)-5-amino-1-(2-hydroxypropyl)-1H-indazole-3-carbonitrile). The yield is 74.2%. As a reaction SMILES: [OH:1][C@H:2]([CH3:18])[CH2:3][N:4]1[C:12]2[C:7](=[CH:8][C:9]([N+:13]([O-])=O)=[CH:10][CH:11]=2)[C:6]([C:16]#[N:17])=[N:5]1.[Cl-].[NH4+]>CCO.O.[Fe]>[NH2:13][C:9]1[CH:8]=[C:7]2[C:12](=[CH:11][CH:10]=1)[N:4]([CH2:3][C@H:2]([OH:1])[CH3:18])[N:5]=[C:6]2[C:16]#[N:17] |f:1.2|. Procedure details: A solution of (R)-1-(2-hydroxypropyl)-5-nitro-1H-indazole-3-carbonitrile (0.76 g, 2.93 mmol) in EtOH (10 ml) was added to a suspension of iron (powder) (1.310 g, 23.46 mmol) and ammonium chloride (1.569 g, 29.3 mmol) in water (10 ml). The reaction mixture was heated in a microwave reactor at 80° C. for 15 min. The reaction vial was cooled to room temperature and the reaction mixture was filtered through celite, rinsing with EtOH, water, EtOH again, and then EtOAc. The filtrates were combined and... As a reaction SMILES: [Br-:27].[CH3:23][C:24](=[O:25])[O-:26].[CH3:29][C:30](=[O:31])[OH:32].[K+:28].[NH2:14][NH:15][c:16]1[cH:17][cH:18][cH:19][cH:20][cH:21]1.[Na+:22].[n:1]1[cH:2][cH:3][cH:4][c:5]2[c:11]1[C:10](=[O:12])[CH2:9][CH2:8][C:7](=[O:13])[NH:6]2>>[n:1]1[cH:2][cH:3][cH:4][c:5]2[c:11]1[C:10](=[N:14][NH:15][c:16]1[cH:17][cH:18][cH:19][cH:20][cH:21]1)[CH2:9][CH2:8][C:7](=[O:13])[NH:6]2. The product is O=C1CCC(=NNc2ccccc2)c2ncccc2N1. Starting materials: [Br-], CC(=O)[O-], CC(=O)O, [K+], NNc1ccccc1, [Na+], O=C1CCC(=O)c2ncccc2N1. Reactants: O=S(=O)(Cl)c1ccc(F)cc1, Fc1ccc(C2CCCN2)cc1. The product is O=S(=O)(c1ccc(F)cc1)N1CCCC1c1ccc(F)cc1. RXN SMILES: [F:13][c:14]1[cH:15][cH:16][c:17]([S:20](=[O:21])(=[O:22])[Cl:23])[cH:18][cH:19]1.[F:1][c:2]1[cH:3][cH:4][c:5]([CH:8]2[NH:9][CH2:10][CH2:11][CH2:12]2)[cH:6][cH:7]1>>[F:1][c:2]1[cH:3][cH:4][c:5]([CH:8]2[N:9]([S:20]([c:17]3[cH:16][cH:15][c:14]([F:13])[cH:19][cH:18]3)(=[O:21])=[O:22])[CH2:10][CH2:11][CH2:12]2)[cH:6][cH:7]1. Reported procedure: Into a 50 mL round bottom flask was weighed 100 mg of 2-Bromo-1,3-dimethyl-1H-pyrrole-4-carboxylic acid [4-(sulfamoyl)phenyl]-amide (0.27 mmol), 230 mg of (2-phenoxy)phenylboronic acid, potassium hydroxide (30.2 mg, 0.54 mmol), and DAPCy (J. Org Chem (2004), 69: 4330-4335) (6.2 mg, 4 Mol %) and Ethanol/DMF (3 ml, 50:50) was added. The solution was heated at 100° C. overnight. The reaction was cooled and washed into a separatory funnel with ethyl acetate and water. The ethyl acetate washed with w... Yield: 8.0%. RXN SMILES: [S:1]([C:5]1[CH:10]=[CH:9][C:8]([NH:11][C:12]([C:14]2[C:15]([CH3:21])=[C:16](Br)[N:17]([CH3:19])[CH:18]=2)=[O:13])=[CH:7][CH:6]=1)(=[O:4])(=[O:3])N.[O:22]([C:29]1[CH:34]=[CH:33][CH:32]=[CH:31][C:30]=1B(O)O)[C:23]1[CH:28]=[CH:27][CH:26]=[CH:25][CH:24]=1.[OH-].[K+].[CH2:40](O)C.CN(C=O)C>CC(O)=O.CC(O)=O.C1CCC([N-]C2CCCCC2)CC1.C1CCC([N-]C2CCCCC2)CC1.[Pd+2]>[CH3:40][S:1]([C:5]1[CH:10]=[CH:9][C:8]([NH:11][C:12]([C:14]2[C:15]([CH3:21])=[C:16]([C:24]3[CH:25]=[CH:26][CH:27]=[CH:28][C:23]=3[O:22][C:29]3[CH:34]=[CH:33][CH:32]=[CH:31][CH:30]=3)[N:17]([CH3:19])[CH:18]=2)=[O:13])=[CH:7][CH:6]=1)(=[O:4])=[O:3] |f:2.3,4.5,6.7.8.9.10|. The reagents and catalysts are CC(=O)O.CC(=O)O.C1CCC(CC1)[N-]C2CCCCC2.C1CCC(CC1)[N-]C2CCCCC2.[Pd+2] (DAPCy). Conditions: temperature 100 celsius. The reactants are S(N)(=O)(=O)C1=CC=C(C=C1)NC(=O)C=1C(=C(N(C1)C)Br)C (2-Bromo-1,3-dimethyl-1H-pyrrole-4-carboxylic acid [4-(sulfamoyl)phenyl]-amide), O(C1=CC=CC=C1)C1=C(C=CC=C1)B(O)O ((2-phenoxy)phenylboronic acid), [OH-].[K+] (potassium hydroxide), C(C)O.CN(C)C=O (Ethanol DMF). Product: CS(=O)(=O)C1=CC=C(C=C1)NC(=O)C1=CN(C(=C1C)C1=C(C=CC=C1)OC1=CC=CC=C1)C (1,4-dimethyl-5-(2-phenoxy-phenyl)-1H-pyrrole-3-carboxylic acid (4-methanesulfonyl-phenyl)-amide).